From a dataset of the Open Reaction Database (ORD), a public repository of structured organic reaction records. describe an organic reaction: reactants, conditions, products, and yield The reactants are C1(=CC=CC=C1)CCCI (3-phenyl-1-iodopropane), [C-]#[C-].[Na+].[Na+] (sodium acetylide). Product: C1(=CC=CC=C1)CCCC#C (5-Phenylpent-1-yne). Reaction SMILES: [C:1]1([CH2:7][CH2:8][CH2:9]I)[CH:6]=[CH:5][CH:4]=[CH:3][CH:2]=1.[C-:11]#[C-:12].[Na+].[Na+]>>[C:1]1([CH2:7][CH2:8][CH2:9][C:11]#[CH:12])[CH:6]=[CH:5][CH:4]=[CH:3][CH:2]=1 |f:1.2.3|. Procedure details: The title compound was synthesized using 3-phenyl-1-iodopropane and sodium acetylide by conducting the reactions similar to those mentioned in Reference example 29. The reactants are CCBr, O=C([O-])[O-], CN(C)C=O, CCOC(C)=O, O=c1ccc(-c2cccc(Cl)c2)n[nH]1, [K+], [K+], O. Yields the product CCn1nc(-c2cccc(Cl)c2)ccc1=O. RXN SMILES: [Br:1][CH2:2][CH3:3].[C:18](=[O:19])([O-:20])[O-:21].[CH3:25][N:26]([CH3:27])[CH:28]=[O:29].[CH3:30][CH2:31][O:32][C:33](=[O:34])[CH3:35].[Cl:4][c:5]1[cH:6][c:7](-[c:11]2[cH:12][cH:13][c:14](=[O:17])[nH:15][n:16]2)[cH:8][cH:9][cH:10]1.[K+:22].[K+:23].[OH2:24]>>[CH2:2]([CH3:3])[n:15]1[c:14](=[O:17])[cH:13][cH:12][c:11](-[c:7]2[cH:6][c:5]([Cl:4])[cH:10][cH:9][cH:8]2)[n:16]1. The reactants are Cc1ccccc1, OC1CCCC1O, CCCc1c(Cc2ccc(-c3ccccc3C#N)cc2)c(=O)n(C2CCC(=O)CC2)c2ncnn12, O, Cc1ccc(S(=O)(=O)O)cc1. Yields the product CCCc1c(Cc2ccc(-c3ccccc3C#N)cc2)c(=O)n(C2CCC3(CC2)OC2CCCC2O3)c2ncnn12. As a reaction SMILES: [CH3:55][c:56]1[cH:57][cH:58][cH:59][cH:60][cH:61]1.[CH:36]1([OH:42])[CH:37]([OH:41])[CH2:38][CH2:39][CH2:40]1.[O:1]=[c:2]1[n:3]([CH:29]2[CH2:30][CH2:31][C:32](=[O:35])[CH2:33][CH2:34]2)[c:4]2[n:5]([c:6]([CH2:23][CH2:24][CH3:25])[c:7]1[CH2:8][c:9]1[cH:10][cH:11][c:12](-[c:15]3[c:16]([C:21]#[N:22])[cH:17][cH:18][cH:19][cH:20]3)[cH:13][cH:14]1)[n:26][cH:27][n:28]2.[OH2:43].[c:44]1([CH3:45])[cH:46][cH:47][c:48]([S:49]([OH:50])(=[O:51])=[O:52])[cH:53][cH:54]1>>[O:1]=[c:2]1[n:3]([CH:29]2[CH2:30][CH2:31][C:32]3([CH2:33][CH2:34]2)[O:35][CH:36]2[CH:37]([CH2:38][CH2:39][CH2:40]2)[O:41]3)[c:4]2[n:5]([c:6]([CH2:23][CH2:24][CH3:25])[c:7]1[CH2:8][c:9]1[cH:10][cH:11][c:12](-[c:15]3[c:16]([C:21]#[N:22])[cH:17][cH:18][cH:19][cH:20]3)[cH:13][cH:14]1)[n:26][cH:27][n:28]2. Starting materials: ClS(=O)(=O)O (chlorosulfonic acid), CSC1=C(C(=NO1)C1=CC=CC=C1)C1=CC=CC=C1 (5-methylthio-3,4-diphenylisoxazole), [OH-].[NH4+] (ammonium hydroxide). Solvent: ClCCl (dichloromethane). Conditions: time 3 hour. Yields the product CSC1=C(C(=NO1)C1=CC=CC=C1)C1=CC=C(C=C1)S(=O)(=O)N (4-[5-methylthio-3-phenylisoxazol-4-yl]benzenesulfonamide). The yield is 30.0%. RXN SMILES: Cl[S:2]([OH:5])(=O)=[O:3].[CH3:6][S:7][C:8]1[O:12][N:11]=[C:10]([C:13]2[CH:18]=[CH:17][CH:16]=[CH:15][CH:14]=2)[C:9]=1[C:19]1[CH:24]=[CH:23][CH:22]=[CH:21][CH:20]=1.[OH-].[NH4+:26]>ClCCl>[CH3:6][S:7][C:8]1[O:12][N:11]=[C:10]([C:13]2[CH:18]=[CH:17][CH:16]=[CH:15][CH:14]=2)[C:9]=1[C:19]1[CH:24]=[CH:23][C:22]([S:2]([NH2:26])(=[O:5])=[O:3])=[CH:21][CH:20]=1 |f:2.3|. Procedure: To stirred chlorosulfonic acid (3.0 mL, 45.06 mmol) at room temperature was carefully added solid 5-methylthio-3,4-diphenylisoxazole (Step 2) (0.915 g, 3.42 mmol). After 3 hours at room temperature, the reaction was poured over crushed ice. The resulting suspension was layered with dichloromethane and excess concentrated ammonium hydroxide and was stirred vigorously for 3 hours. The layers were separated and the aqueous layer extracted with ethyl acetate. The organic phases were combined, washed... Starting materials: ClC1=CC=C2C(=CN(C2=C1)CC(=O)O)C(=O)N1CCN(CC1)C1=C(C=CC=C1)F ({6-chloro-3-[4-(2-fluoro-phenyl)-piperazine-1-carbonyl]-indol-1-yl}-acetic acid), N (ammonia). Run in C1CCOC1 (THF). Yields the product ClC1=CC=C2C(=CN(C2=C1)CC(=O)N)C(=O)N1CCN(CC1)C1=C(C=CC=C1)F (2-{6-Chloro-3-[4-(2-fluoro-phenyl)-piperazine-1-carbonyl]-indol-1-yl}-acetamide). RXN SMILES: [Cl:1][C:2]1[CH:10]=[C:9]2[C:5]([C:6]([C:15]([N:17]3[CH2:22][CH2:21][N:20]([C:23]4[CH:28]=[CH:27][CH:26]=[CH:25][C:24]=4[F:29])[CH2:19][CH2:18]3)=[O:16])=[CH:7][N:8]2[CH2:11][C:12](O)=[O:13])=[CH:4][CH:3]=1.[NH3:30]>C1COCC1>[Cl:1][C:2]1[CH:10]=[C:9]2[C:5]([C:6]([C:15]([N:17]3[CH2:22][CH2:21][N:20]([C:23]4[CH:28]=[CH:27][CH:26]=[CH:25][C:24]=4[F:29])[CH2:19][CH2:18]3)=[O:16])=[CH:7][N:8]2[CH2:11][C:12]([NH2:30])=[O:13])=[CH:4][CH:3]=1. Procedure details: Following general procedure I, the coupling of {6-chloro-3-[4-(2-fluoro-phenyl)-piperazine-1-carbonyl]-indol-1-yl}-acetic acid (preparation described herein), with (commercially available) ammonia in THF gave the title compound. The reactants are C(C1=CC=CC=C1)OC(=O)N1CCN(CC1)C(C)(C)C(=O)OCC (4-(1-ethoxycarbonyl-1-methyl-ethyl)-piperazine-1-carboxylic acid benzyl ester), [H-].[Al+3].[Li+].[H-].[H-].[H-] (lithium aluminium hydride), O (water), [Na] (sodium), O (water). Solvent: CCOCC (ether), O1CCCC1 (tetrahydrofuran). Run at temperature 0 celsius, time 3 hour. The product is C(C1=CC=CC=C1)OC(=O)N1CCN(CC1)C(CO)(C)C (4-(2-hydroxy-1,1-dimethyl ethyl)piperazine-1-carboxylic acid benzyl ester). Yield: 39.1%. RXN SMILES: [CH2:1]([O:8][C:9]([N:11]1[CH2:16][CH2:15][N:14]([C:17]([C:20](OCC)=[O:21])([CH3:19])[CH3:18])[CH2:13][CH2:12]1)=[O:10])[C:2]1[CH:7]=[CH:6][CH:5]=[CH:4][CH:3]=1.[H-].[Al+3].[Li+].[H-].[H-].[H-].O.[Na]>CCOCC.O1CCCC1>[CH2:1]([O:8][C:9]([N:11]1[CH2:12][CH2:13][N:14]([C:17]([CH3:19])([CH3:18])[CH2:20][OH:21])[CH2:15][CH2:16]1)=[O:10])[C:2]1[CH:7]=[CH:6][CH:5]=[CH:4][CH:3]=1 |f:1.2.3.4.5.6,^1:31|. Reported procedure: A solution of 4-(1-ethoxycarbonyl-1-methyl-ethyl)-piperazine-1-carboxylic acid benzyl ester (3.5 g, 10.5 mmol) in 10 mL of dry ether was slowly added to a suspension of lithium aluminium hydride (0.3 g, 105 mmol) in tetrahydrofuran at −15° C. under nitrogen and the resulting mixture was stirred at 0° C. for 3 hours. On cooling, the mixture was treated dropwise with water (0.3 mL), aqueous sodium hydroxyde (0.3 mL, 4N), and water (0.9 mL) and filtered. The filtrate was concentrated under reduced ...